This data is from the Open Reaction Database (ORD), a public repository of structured organic reaction records. The task is: describe an organic reaction: reactants, conditions, products, and yield Starting materials: [BH4-], CCN(CC)C(=O)C=CC(C)=O, CO, [Na+]. Product: CCN(CC)C(=O)C=CC(C)O. Reaction SMILES: [BH4-:13].[CH2:1]([CH3:2])[N:3]([C:4]([CH:5]=[CH:6][C:7]([CH3:8])=[O:9])=[O:10])[CH2:11][CH3:12].[CH3:15][OH:16].[Na+:14]>>[CH2:1]([CH3:2])[N:3]([C:4]([CH:5]=[CH:6][CH:7]([CH3:8])[OH:9])=[O:10])[CH2:11][CH3:12].